Task: describe an organic reaction: reactants, conditions, products, and yield. Dataset: the Open Reaction Database (ORD), a public repository of structured organic reaction records Yields the product CCc1ccc(C(=O)Nc2ccccc2O)c(F)c1. Reaction SMILES: [CH2:16]([CH3:17])[c:18]1[cH:19][c:20]([F:27])[c:21]([C:22](=[O:23])[Cl:24])[cH:25][cH:26]1.[NH2:1][c:2]1[c:3]([OH:8])[cH:4][cH:5][cH:6][cH:7]1.[OH2:15].[cH:28]1[cH:29][cH:30][cH:31][cH:32][cH:33]1.[cH:9]1[cH:10][cH:11][n:12][cH:13][cH:14]1>>[NH:1]([c:2]1[c:3]([OH:8])[cH:4][cH:5][cH:6][cH:7]1)[C:22]([c:21]1[c:20]([F:27])[cH:19][c:18]([CH2:16][CH3:17])[cH:26][cH:25]1)=[O:23]. Starting materials: CCc1ccc(C(=O)Cl)c(F)c1, Nc1ccccc1O, O, c1ccccc1, c1ccncc1.